From a dataset of the Open Reaction Database (ORD), a public repository of structured organic reaction records. describe an organic reaction: reactants, conditions, products, and yield Starting materials: CC(=O)N1CCc2nc3ccccc3c(C)c2CC1, OO. The product is CC(=O)N1CCc2c(C)c3ccccc3[n+]([O-])c2CC1. As a reaction SMILES: [C:1]([CH3:2])(=[O:3])[N:4]1[CH2:5][CH2:6][c:7]2[n:8][c:9]3[cH:10][cH:11][cH:12][cH:13][c:14]3[c:15]([CH3:19])[c:16]2[CH2:17][CH2:18]1.[OH:20][OH:21]>>[C:1]([CH3:2])(=[O:3])[N:4]1[CH2:5][CH2:6][c:7]2[n+:8]([O-:20])[c:9]3[cH:10][cH:11][cH:12][cH:13][c:14]3[c:15]([CH3:19])[c:16]2[CH2:17][CH2:18]1. The reactants are IC=1C=CC(=NC1)N1C(C=CC=C1)=O (1-(5-iodopyridin-2-yl)pyridin-2(1H)-one), N1C=NC(=C1)CNC(=O)C=1SC(=CC1)Cl (N-((1H-imidazol-4-yl)methyl)-5-chlorothiophene-2-carboxamide), OC=1C=CC=C2C=CC=NC12 (8-hydroxyquinoline), C(=O)([O-])[O-].[K+].[K+] (K2CO3). Reagents/catalysts: [Cu]I (CuI). Solvent: CS(=O)C (DMSO). Conditions: temperature 130 celsius. Yields the product ClC1=CC=C(S1)C(=O)NCC=1N=CN(C1)C=1C=NC(=CC1)N1C(C=CC=C1)=O (5-Chloro-N-((1-(6-(2-oxopyridin-1(2H)-yl)pyridin-3-yl)-1H-imidazol-4-yl)methyl)thiophene-2-carboxamide). Isolated yield 15.7%. RXN SMILES: I[C:2]1[CH:3]=[CH:4][C:5]([N:8]2[CH:13]=[CH:12][CH:11]=[CH:10][C:9]2=[O:14])=[N:6][CH:7]=1.[NH:15]1[CH:19]=[C:18]([CH2:20][NH:21][C:22]([C:24]2[S:25][C:26]([Cl:29])=[CH:27][CH:28]=2)=[O:23])[N:17]=[CH:16]1.OC1C=CC=C2C=1N=CC=C2.C([O-])([O-])=O.[K+].[K+]>CS(C)=O.[Cu]I>[Cl:29][C:26]1[S:25][C:24]([C:22]([NH:21][CH2:20][C:18]2[N:17]=[CH:16][N:15]([C:2]3[CH:7]=[N:6][C:5]([N:8]4[CH:13]=[CH:12][CH:11]=[CH:10][C:9]4=[O:14])=[CH:4][CH:3]=3)[CH:19]=2)=[O:23])=[CH:28][CH:27]=1 |f:3.4.5|. Procedure details: A mixture of 1-(5-iodopyridin-2-yl)pyridin-2(1H)-one (75 mg, 0.25 mmol), N-((1H-imidazol-4-yl)methyl)-5-chlorothiophene-2-carboxamide (60 mg, 0.17 mmol), 8-hydroxyquinoline (10 mg, 0.069 mmol) and K2CO3 (100 mg, 0.72 mmol) in DMSO (1 mL) was degassed with Argon before being charged with CuI (19 mg, 0.10 mmol). The mixture in a sealed tube was heated at 130° C. overnight. It was then purified by HPLC to give the title compound (11 mg). MS found for C19H14ClN5O2S: 412.0 and 414.0 (M+H, Cl pattern)... Starting materials: Cl (HCl), N(C1=CC=CC=C1)CCC#N (3-anilinopropionitrile), CC(C)(C)[O-].[K+] (potassium tert-butylate), C1(CC1)N1C=C(C(C2=CC(=C(C=C12)C1=C(C(=CC(=C1)C=O)OC)OC)F)=O)C(=O)O (1-cyclopropyl-6-fluoro-7-(5-formyl-2,3-dimethoxy-phenyl)-1,4-dihydro-4-oxo-quinoline-3-carboxylic acid). Run in CS(=O)C (dimethyl sulphoxide), O (water). Conditions: time 1 hour. Yields the product C(#N)C(CC=1C=C(C(=C(C1)C1=C(C=C2C(C(=CN(C2=C1)C1CC1)C(=O)O)=O)F)OC)OC)=CNC1=CC=CC=C1 (7-[5-(2-cyano-3-phenylamino-allyl)-2,3-dimethoxy-phenyl]-1-cyclopropyl-6-fluoro-1,4-dihydro-4-oxo-quinoline-3-carboxylic acid). Isolated yield 98.5%. RXN SMILES: [CH:1]1([N:4]2[C:13]3[C:8](=[CH:9][C:10]([F:26])=[C:11]([C:14]4[CH:19]=[C:18]([CH:20]=O)[CH:17]=[C:16]([O:22][CH3:23])[C:15]=4[O:24][CH3:25])[CH:12]=3)[C:7](=[O:27])[C:6]([C:28]([OH:30])=[O:29])=[CH:5]2)[CH2:3][CH2:2]1.[NH:31]([CH2:38][CH2:39][C:40]#[N:41])[C:32]1[CH:37]=[CH:36][CH:35]=[CH:34][CH:33]=1.CC([O-])(C)C.[K+].Cl>CS(C)=O.O>[C:40]([C:39](=[CH:38][NH:31][C:32]1[CH:37]=[CH:36][CH:35]=[CH:34][CH:33]=1)[CH2:20][C:18]1[CH:17]=[C:16]([O:22][CH3:23])[C:15]([O:24][CH3:25])=[C:14]([C:11]2[CH:12]=[C:13]3[C:8]([C:7](=[O:27])[C:6]([C:28]([OH:30])=[O:29])=[CH:5][N:4]3[CH:1]3[CH2:2][CH2:3]3)=[CH:9][C:10]=2[F:26])[CH:19]=1)#[N:41] |f:2.3|. Procedure: A suspension of 310 mg of 1-cyclopropyl-6-fluoro-7-(5-formyl-2,3-dimethoxy-phenyl)-1,4-dihydro-4-oxo-quinoline-3-carboxylic acid (Example 8a)) in 3 ml of dimethyl sulphoxide is treated with 110 mg of 3-anilinopropionitrile and 185 mg of potassium tert-butylate. The resulting solution is stirred at room temperature for one hr. The reaction mixture is poured into 30 ml of water, adjusted to pH 5 with 2N aqueous HCl and extracted twice with 50 ml of methylene chloride each time. The combined organi... Reactants: CCCCO, CCOC(=O)Cn1cccc(Br)c1=O, NN, O. The product is NNC(=O)Cn1cccc(Br)c1=O. RXN SMILES: [CH2:18]([OH:19])[CH2:20][CH2:21][CH3:22].[CH2:1]([O:3][C:4](=[O:2])[CH2:5][n:6]1[c:7](=[O:13])[c:8]([Br:12])[cH:9][cH:10][cH:11]1)[CH3:14].[NH2:16][NH2:17].[OH2:15]>>[O:3]=[C:4]([CH2:5][n:6]1[c:7](=[O:13])[c:8]([Br:12])[cH:9][cH:10][cH:11]1)[NH:16][NH2:17]. Reactants: C1=CC=C(C=C1)P(CCCCP(C2=CC=CC=C2)C3=CC=CC=C3)C4=CC=CC=C4 (dppb), C(C1=CC=CC=C1)OCC(C#C)(C)C (4-benzyloxy-3,3-dimethylbut-1-yne), NC1=CC(=C(C=C1F)NC[C@H](COCC1=CC=CC=C1)O)Br ((R)-1-((4-amino-2-bromo-5-fluorophenyl)amino)-3-(benzyloxy)propan-2-ol), C([O-])([O-])=O.[K+].[K+] (potassium carbonate). Reagents/catalysts: C(C)(=O)[O-].[Pd+2].C(C)(=O)[O-] (Palladium acetate), [Cu]I (CuI). The solvent is C(C)#N (acetonitrile), C(C)#N (acetonitrile), C(C)#N (acetonitrile). Conditions: temperature 80 celsius, time 15 minute. Yields the product NC1=CC(=C(C=C1F)NC[C@H](COCC1=CC=CC=C1)O)C#CC(COCC1=CC=CC=C1)(C)C ((R)-1-((4-amino-2-(4-(benzyloxy)-3,3-dimethylbut-1-yn-1-yl)-5-fluorophenyl)amino)-3-(benzyloxy)propan-2-ol). Reaction SMILES: C1C=CC(P(C2C=CC=CC=2)CCCCP(C2C=CC=CC=2)C2C=CC=CC=2)=CC=1.C(=O)([O-])[O-].[K+].[K+].[CH2:37]([O:44][CH2:45][C:46]([CH3:50])([CH3:49])[C:47]#[CH:48])[C:38]1[CH:43]=[CH:42][CH:41]=[CH:40][CH:39]=1.[NH2:51][C:52]1[C:57]([F:58])=[CH:56][C:55]([NH:59][CH2:60][C@@H:61]([OH:71])[CH2:62][O:63][CH2:64][C:65]2[CH:70]=[CH:69][CH:68]=[CH:67][CH:66]=2)=[C:54](Br)[CH:53]=1>C(#N)C.C([O-])(=O)C.[Pd+2].C([O-])(=O)C.[Cu]I>[NH2:51][C:52]1[C:57]([F:58])=[CH:56][C:55]([NH:59][CH2:60][C@@H:61]([OH:71])[CH2:62][O:63][CH2:64][C:65]2[CH:66]=[CH:67][CH:68]=[CH:69][CH:70]=2)=[C:54]([C:48]#[C:47][C:46]([CH3:50])([CH3:49])[CH2:45][O:44][CH2:37][C:38]2[CH:43]=[CH:42][CH:41]=[CH:40][CH:39]=2)[CH:53]=1 |f:1.2.3,7.8.9|. Procedure: Palladium acetate (0.01 eq), dppb (0.015 eq), CuI (0.015 eq) and potassium carbonate (3 eq) are suspended in acetonitrile (1.2 vol). After stirring for 15 minutes, a solution of 4-benzyloxy-3,3-dimethylbut-1-yne (1.1 eq) in acetonitrile (0.2 vol) is added. The mixture is sparged with nitrogen gas for 1 h and then a solution of (R)-1-((4-amino-2-bromo-5-fluorophenyl)amino)-3-(benzyloxy)propan-2-ol free base (1 eq) in acetonitrile (4.1 vol) is added. The mixture is sparged with nitrogen gas for an...